The task is: describe an organic reaction: reactants, conditions, products, and yield. This data is from the Open Reaction Database (ORD), a public repository of structured organic reaction records. Reactants: compound 15, NC1=C(OCCCC(=O)OCC)C=CC=C1 (ethyl 4-(2-aminophenoxy)butyrate), CC(CC)N1C=CC2=CC(=CC=C12)/C(=C/C(=O)O)/C (3-[1-(1-methylpropyl)indol-5-yl]isocrotonic acid). Product: CC(CC)N1C=CC2=CC(=CC=C12)/C(=C/C(=O)NC1=C(OCCCC(=O)O)C=CC=C1)/C (4-{2-[3 -[1-(1-methylpropyl)indol-5-yl]isocrotonoylamino]phenoxy}butyric acid). Reaction SMILES: [NH2:1][C:2]1[CH:16]=[CH:15][CH:14]=[CH:13][C:3]=1[O:4][CH2:5][CH2:6][CH2:7][C:8]([O:10]CC)=[O:9].[CH3:17][CH:18]([N:21]1[C:29]2[C:24](=[CH:25][C:26](/[C:30](/[CH3:35])=[CH:31]/[C:32](O)=[O:33])=[CH:27][CH:28]=2)[CH:23]=[CH:22]1)[CH2:19][CH3:20]>>[CH3:17][CH:18]([N:21]1[C:29]2[C:24](=[CH:25][C:26](/[C:30](/[CH3:35])=[CH:31]/[C:32]([NH:1][C:2]3[CH:16]=[CH:15][CH:14]=[CH:13][C:3]=3[O:4][CH2:5][CH2:6][CH2:7][C:8]([OH:10])=[O:9])=[O:33])=[CH:27][CH:28]=2)[CH:23]=[CH:22]1)[CH2:19][CH3:20]. Procedure: 1.21 g compound 15 was obtained in a similar manner to those described in the Examples 1 and 2 using 1.80 g of ethyl 4-(2-aminophenoxy)butyrate and 1.04 g of 3-[1-(1-methylpropyl)indol-5-yl]isocrotonic acid obtained according to the procedures described in the Reference Examples 1-4.